This data is from the Open Reaction Database (ORD), a public repository of structured organic reaction records. The task is: describe an organic reaction: reactants, conditions, products, and yield Reactants: CC(C)(C)OC(=O)CC(O)CCc1ccc(-c2ccccc2)cc1, CI, CN(C)C=O, [H-], [Na+]. Yields the product COC(CCc1ccc(-c2ccccc2)cc1)CC(=O)OC(C)(C)C. As a reaction SMILES: [C:3]([CH3:4])([CH3:5])([CH3:6])[O:7][C:8]([CH2:9][CH:10]([CH2:11][CH2:12][c:13]1[cH:14][cH:15][c:16](-[c:19]2[cH:20][cH:21][cH:22][cH:23][cH:24]2)[cH:17][cH:18]1)[OH:25])=[O:26].[CH3:27][I:28].[CH3:29][N:30]([CH3:31])[CH:32]=[O:33].[H-:1].[Na+:2]>>[C:3]([CH3:4])([CH3:5])([CH3:6])[O:7][C:8]([CH2:9][CH:10]([CH2:11][CH2:12][c:13]1[cH:14][cH:15][c:16](-[c:19]2[cH:20][cH:21][cH:22][cH:23][cH:24]2)[cH:17][cH:18]1)[O:25][CH3:27])=[O:26]. Starting materials: CC(C)N1CCN(C(=O)c2ccc3[nH]c(C(=O)N4CCN(S(=O)(=O)C5CC5)CC4)cc3c2)CC1, OB(O)c1ccc(Cl)nc1. Product: CC(C)N1CCN(C(=O)c2ccc3c(c2)cc(C(=O)N2CCN(S(=O)(=O)C4CC4)CC2)n3-c2ccc(Cl)nc2)CC1. RXN SMILES: [CH:1]1([S:4](=[O:5])(=[O:6])[N:7]2[CH2:8][CH2:9][N:10]([C:13](=[O:14])[c:15]3[nH:16][c:17]4[cH:18][cH:19][c:20]([C:24](=[O:25])[N:26]5[CH2:27][CH2:28][N:29]([CH:32]([CH3:33])[CH3:34])[CH2:30][CH2:31]5)[cH:21][c:22]4[cH:23]3)[CH2:11][CH2:12]2)[CH2:2][CH2:3]1.[Cl:35][c:36]1[n:37][cH:38][c:39]([B:42]([OH:43])[OH:44])[cH:40][cH:41]1>>[CH:1]1([S:4](=[O:5])(=[O:6])[N:7]2[CH2:8][CH2:9][N:10]([C:13](=[O:14])[c:15]3[n:16](-[c:39]4[cH:38][n:37][c:36]([Cl:35])[cH:41][cH:40]4)[c:17]4[cH:18][cH:19][c:20]([C:24](=[O:25])[N:26]5[CH2:27][CH2:28][N:29]([CH:32]([CH3:33])[CH3:34])[CH2:30][CH2:31]5)[cH:21][c:22]4[cH:23]3)[CH2:11][CH2:12]2)[CH2:2][CH2:3]1.